describe an organic reaction: reactants, conditions, products, and yield From a dataset of the Open Reaction Database (ORD), a public repository of structured organic reaction records. The reactants are [H-].[Na+] (sodium hydride), FC(C=1C=C(C=C(C1)C(F)(F)F)NS(=O)(=O)CCCCl)(F)F (N-[3,5-bis(trifluoromethyl)phenyl]-3-chloropropanesulfonamide), [Cl-].[NH4+] (ammonium chloride). The solvent is CN(C=O)C (N,N-dimethylformamide). Run at time 3 hour. Product: FC(C=1C=C(C=C(C1)C(F)(F)F)N1S(CCC1)(=O)=O)(F)F (2-[3,5-bis(trifluoromethyl)phenyl]isothiazolidine 1,1-dioxide). Yield: 38.0%. RXN SMILES: [F:1][C:2]([F:22])([F:21])[C:3]1[CH:4]=[C:5]([NH:13][S:14]([CH2:17][CH2:18][CH2:19]Cl)(=[O:16])=[O:15])[CH:6]=[C:7]([C:9]([F:12])([F:11])[F:10])[CH:8]=1.[H-].[Na+].[Cl-].[NH4+]>CN(C)C=O>[F:1][C:2]([F:22])([F:21])[C:3]1[CH:4]=[C:5]([N:13]2[CH2:19][CH2:18][CH2:17][S:14]2(=[O:16])=[O:15])[CH:6]=[C:7]([C:9]([F:12])([F:11])[F:10])[CH:8]=1 |f:1.2,3.4|. Procedure details: To a solution of N-[3,5-bis(trifluoromethyl)phenyl]-3-chloropropanesulfonamide (7.10) obtained in Reference Example 37 in N,N-dimethylformamide (100 mL) was added sodium hydride (60% in oil, 0.84 g), and the mixture was stirred at room temperature for 3 hr. To the reaction mixture was added saturated ammonium chloride and the solution was partitioned between ethyl acetate and water. The organic layer was washed with water and saturated brine, dried over anhydrous magnesium sulfate, and filtered.... Reactants: C(C)OC(CC=1C(=NC=NC1)Cl)=O (ethyl(4-chloro-5-pyrimidinyl)acetate), O.[OH-].[Li+] (lithium hydroxide hydrate). Run in O (water), C(C)O (ethanol). Run at time 2 hour. The product is ClC1=NC=NC=C1CC(=O)O (4-Chloro-5-pyrimidinyl acetic acid). Yield: 83.1%. Reaction SMILES: C([O:3][C:4](=[O:13])[CH2:5][C:6]1[C:7]([Cl:12])=[N:8][CH:9]=[N:10][CH:11]=1)C.O.[OH-].[Li+]>O.C(O)C>[Cl:12][C:7]1[C:6]([CH2:5][C:4]([OH:13])=[O:3])=[CH:11][N:10]=[CH:9][N:8]=1 |f:1.2.3|. Procedure details: To a solution of 0.6 g (3 mmol) of ethyl(4-chloro-5-pyrimidinyl)acetate from Step A in 0.5 mL of water and 1.5 mL of ethanol was added 215 mg (5.11 mmol) of lithium hydroxide hydrate. The reaction mixture was stirred at ambient temperature for 2 h then concentrated in vacuo to remove all volatiles. The residue was diluted with 7 mL of 2.0 N aqueous hydrogen chloride and then concentrated in vacuo to remove all volatiles to yield the title compound (0.43 g, 83%). 1H-NMR (500 MHz, CD3OD) δ: 8.88 (... Run at time 3 hour. The yield is 79.5%. The solvent is Cl (hydrochloric acid). The reactants are ClC1=CC=C(C(=N1)[N+](=O)[O-])N (6-chloro-3-amino-2-nitropyridine), [Sn](Cl)Cl (tin (II) chloride), [OH-].[Na+] (NaOH). Product: ClC1=CC=C(C(=N1)N)N (6-Chloro-2,3-pyridinediamine). Reported procedure: A solution of tin (II) chloride (21.8 g) in concentrated hydrochloric acid (30 ml) was added, with cooling, to 6-chloro-3-amino-2-nitropyridine (5 g) and the suspension stirred for 3 hours at room temperature. The pH was adjusted to pH12 (40% NaOH) and the solvent removed in vacuo. The residue was purified by flash column chromatography, eluting with System C (100:8:1), to afford the title compound as a yellow solid (3.29 g). As a reaction SMILES: [Sn](Cl)Cl.[Cl:4][C:5]1[N:10]=[C:9]([N+:11]([O-])=O)[C:8]([NH2:14])=[CH:7][CH:6]=1.[OH-].[Na+]>Cl>[Cl:4][C:5]1[N:10]=[C:9]([NH2:11])[C:8]([NH2:14])=[CH:7][CH:6]=1 |f:2.3|. The reactants are [Al+3], CC(=O)OC(C)=O, [Cl-], [Cl-], [Cl-], CC(C)(C)C(=O)n1ccc2ccc(OC(=O)CCl)cc21, CC(Cl)Cl. Product: CC(=O)c1cn(C(=O)C(C)(C)C)c2cc(OC(=O)CCl)ccc12. Reaction SMILES: [Al+3:2].[CH3:5][C:6](=[O:7])[O:8][C:9](=[O:10])[CH3:11].[Cl-:1].[Cl-:3].[Cl-:4].[Cl:12][CH2:13][C:14](=[O:15])[O:16][c:17]1[cH:18][cH:19][c:20]2[cH:21][cH:22][n:23]([C:26]([C:27]([CH3:28])([CH3:29])[CH3:30])=[O:31])[c:24]2[cH:25]1.[Cl:32][CH:33]([Cl:34])[CH3:35]>>[CH3:5][C:6](=[O:7])[c:21]1[c:20]2[cH:19][cH:18][c:17]([O:16][C:14]([CH2:13][Cl:12])=[O:15])[cH:25][c:24]2[n:23]([C:26]([C:27]([CH3:28])([CH3:29])[CH3:30])=[O:31])[cH:22]1. The reactants are C(C)(=O)OCC (ethyl acetate), FC1=CC=C(C=C1)NC(C1=CN=C(C=C1)S)=O (N-(4-Fluorophenyl)-6-Mercaptonicotinamide), C([O-])([O-])=O.[Cs+].[Cs+] (cesium carbonate), BrCC(=O)OCCC (propyl bromoacetate). Solvent: O (water), CN(C)C=O (DMF). Conditions: time 30 minute. The product is C(CC)OC(CSC1=NC=C(C=C1)C(NC1=CC=C(C=C1)F)=O)=O ([5-(4-Fluorophenylcarbamoyl)Pyridin-2-Ylsulfanyl]Acetic Acid Propyl Ester). Yield: 76.0%. As a reaction SMILES: [F:1][C:2]1[CH:7]=[CH:6][C:5]([NH:8][C:9](=[O:17])[C:10]2[CH:15]=[CH:14][C:13]([SH:16])=[N:12][CH:11]=2)=[CH:4][CH:3]=1.C(=O)([O-])[O-].[Cs+].[Cs+].Br[CH2:25][C:26]([O:28][CH2:29][CH2:30][CH3:31])=[O:27].C(OCC)(=O)C>CN(C=O)C.O>[CH2:29]([O:28][C:26](=[O:27])[CH2:25][S:16][C:13]1[CH:14]=[CH:15][C:10]([C:9](=[O:17])[NH:8][C:5]2[CH:4]=[CH:3][C:2]([F:1])=[CH:7][CH:6]=2)=[CH:11][N:12]=1)[CH2:30][CH3:31] |f:1.2.3|. Reported procedure: To a solution of of N-(4-fluorophenyl)-6-mercaptonicotinamide (0.024 g, 0.097 mmol, see Example 1) in 2 mL of DMF was added cesium carbonate (0.094 g, 0.29 mmol) and propyl bromoacetate (0.025 μL). The mixture was stirred for 30 minutes and poured into ethyl acetate and water. The organic layer was removed, dried over sodium sulfate, filtered, and the solvents removed in vacuo. Purification by trituration using ethyl acetate/hexanes gave 34 mg (76%) of the titled product as a white solid: 1H NMR...